This data is from the Open Reaction Database (ORD), a public repository of structured organic reaction records. The task is: describe an organic reaction: reactants, conditions, products, and yield The reactants are BrC1=C(CC=2OC(=C(C2C(=O)C2=CC(=C(C=C2)OC)C2CCCC2)C)C)C=CC=C1 ([2-(2-bromo-benzyl)-4,5-dimethyl-furan-3-yl]-(3-cyclopentyl-4methoxy-phenyl)-methanone), B(Br)(Br)Br.C(Cl)Cl (boron tribromide CH2Cl2). Run in C(Cl)Cl (CH2Cl2). The product is BrC1=C(CC=2OC(=C(C2C(=O)C2=CC(=C(C=C2)O)C2CCCC2)C)C)C=CC=C1 ([2-(2-Bromo-benzyl)-4,5-dimethyl-furan-3-yl]-(3-cyclopentyl-4-hydroxy-phenyl)-methanone). Yield: 49.7%. As a reaction SMILES: [Br:1][C:2]1[CH:30]=[CH:29][CH:28]=[CH:27][C:3]=1[CH2:4][C:5]1[O:6][C:7]([CH3:26])=[C:8]([CH3:25])[C:9]=1[C:10]([C:12]1[CH:17]=[CH:16][C:15]([O:18]C)=[C:14]([CH:20]2[CH2:24][CH2:23][CH2:22][CH2:21]2)[CH:13]=1)=[O:11].B(Br)(Br)Br.C(Cl)Cl>C(Cl)Cl>[Br:1][C:2]1[CH:30]=[CH:29][CH:28]=[CH:27][C:3]=1[CH2:4][C:5]1[O:6][C:7]([CH3:26])=[C:8]([CH3:25])[C:9]=1[C:10]([C:12]1[CH:17]=[CH:16][C:15]([OH:18])=[C:14]([CH:20]2[CH2:24][CH2:23][CH2:22][CH2:21]2)[CH:13]=1)=[O:11] |f:1.2|. Procedure details: The title compound was prepared according to the procedure in Example 5, step 3 using [2-(2-bromo-benzyl)-4,5-dimethyl-furan-3-yl]-(3-cyclopentyl-4methoxy-phenyl)-methanone (2.82 g, 6.03 mmol) and 1M boron tribromide/CH2Cl2 (18.7 mL) in CH2Cl2. Purification on Biotage KP-Sil eluting with a 2, 5 & 10% EtOAc/pet. ether step gradient gave 1.36 g (50%) of the title compound. (DMSO-d6) δ1.42-1.44 (m, 2H), 1.58-1.72 (m, 4H), 1.79 (s, 3H), 1.87-1.92 (m, 2H), 2.16 (s, 3H), 3.17 (quintet, 1H), 3.92 (s, 2... Reactants: CCOC(=O)C1CCN(c2cnc(NC3CC(CC)N(C(=O)OC(C)(C)C)c4ccc(OC)nc43)nc2Cc2cc(C(F)(F)F)cc(C(F)(F)F)c2)CC1, C1COCCO1, [Na+], [OH-], O=C(O)CC(O)(CC(=O)O)C(=O)O. Yields the product CCC1CC(Nc2ncc(N3CCC(C(=O)O)CC3)c(Cc3cc(C(F)(F)F)cc(C(F)(F)F)c3)n2)c2nc(OC)ccc2N1C(=O)OC(C)(C)C. Reaction SMILES: [C:1]([CH3:2])([CH3:3])([CH3:4])[O:5][C:6](=[O:7])[N:8]1[CH:9]([CH2:53][CH3:54])[CH2:10][CH:11]([NH:20][c:21]2[n:22][cH:23][c:24]([N:42]3[CH2:43][CH2:44][CH:45]([C:48](=[O:49])[O:50][CH2:51][CH3:52])[CH2:46][CH2:47]3)[c:25]([CH2:27][c:28]3[cH:29][c:30]([C:38]([F:39])([F:40])[F:41])[cH:31][c:32]([C:34]([F:35])([F:36])[F:37])[cH:33]3)[n:26]2)[c:12]2[n:13][c:14]([O:18][CH3:19])[cH:15][cH:16][c:17]21.[CH2:70]1[O:71][CH2:72][CH2:73][O:74][CH2:75]1.[Na+:56].[OH-:55].[OH:57][C:58]([CH2:59][C:60]([C:61](=[O:62])[OH:63])([CH2:64][C:65](=[O:66])[OH:67])[OH:68])=[O:69]>>[C:1]([CH3:2])([CH3:3])([CH3:4])[O:5][C:6](=[O:7])[N:8]1[CH:9]([CH2:53][CH3:54])[CH2:10][CH:11]([NH:20][c:21]2[n:22][cH:23][c:24]([N:42]3[CH2:43][CH2:44][CH:45]([C:48](=[O:49])[OH:50])[CH2:46][CH2:47]3)[c:25]([CH2:27][c:28]3[cH:29][c:30]([C:38]([F:39])([F:40])[F:41])[cH:31][c:32]([C:34]([F:35])([F:36])[F:37])[cH:33]3)[n:26]2)[c:12]2[n:13][c:14]([O:18][CH3:19])[cH:15][cH:16][c:17]21. Reactants: CSC1=NC=C(C=C1C(F)(F)F)Br (2-methylthio-3-trifluoromethyl-5-bromopyridine), C(C)(C)O (isopropanol), [C]=O (carbon monoxide). The reagents and catalysts are C1=CC=C(C=C1)P(C2=CC=CC=C2)C3=CC=CC=C3.C1=CC=C(C=C1)P(C2=CC=CC=C2)C3=CC=CC=C3.Cl[Pd]Cl (Bis(triphenylphosphine)palladium (II) chloride). Run in C(C)N(CC)CC (triethylamine), Hastelloy, C(C)(=O)OCC (ethyl acetate). Conditions: temperature 130 celsius. Yields the product CSC1=NC=C(C(=O)O)C=C1C(F)(F)F (6-methylthio-5-trifluoromethyl-nicotinic acid). Reaction SMILES: [CH3:1][S:2][C:3]1[C:8]([C:9]([F:12])([F:11])[F:10])=[CH:7][C:6](Br)=[CH:5][N:4]=1.[C]=[O:15].[CH:16]([OH:19])(C)C>C(N(CC)CC)C.C(OCC)(=O)C.C1C=CC(P(C2C=CC=CC=2)C2C=CC=CC=2)=CC=1.C1C=CC(P(C2C=CC=CC=2)C2C=CC=CC=2)=CC=1.Cl[Pd]Cl>[CH3:1][S:2][C:3]1[C:8]([C:9]([F:12])([F:11])[F:10])=[CH:7][C:6]([C:16]([OH:19])=[O:15])=[CH:5][N:4]=1 |f:5.6.7,^3:13|. Procedure: The product of Example 7 (2.0 g, 7.4 mmol) was dissolved in a mixture of isopropanol (8 mL) and triethylamine (4 mL) in a 45 mL Hastelloy bomb. Bis(triphenylphosphine)palladium (II) chloride (0.1 g) was added and the vessel charged with carbon monoxide to a pressure of 300 psi. The reaction mixture was heated to 130° C. for 17 hours, allowed to cool to room temperature, and the pressure released. The reaction mixture was diluted with ethyl acetate (25 mL), filtered, and the solvents evaporated u... Reactants: C(#N)C(C(=O)OCC)=C(NC1=CC=CC=C1)SC (ethyl 2-cyano-3-methylthio-3-phenylaminoacrylate), CN=C=O (methyl isocyanate). Yields the product C(#N)C=1C(N(C(N(C1SC)C1=CC=CC=C1)=O)C)=O (5-Cyano-3-methyl-6-methylthio-1-phenyl-2,4(1H,3H)-pyrimidinedione). Yield: 27.0%. RXN SMILES: [C:1]([C:3](=[C:9]([S:17][CH3:18])[NH:10][C:11]1[CH:16]=[CH:15][CH:14]=[CH:13][CH:12]=1)[C:4]([O:6]CC)=O)#[N:2].[CH3:19][N:20]=[C:21]=[O:22]>>[C:1]([C:3]1[C:4](=[O:6])[N:20]([CH3:19])[C:21](=[O:22])[N:10]([C:11]2[CH:12]=[CH:13][CH:14]=[CH:15][CH:16]=2)[C:9]=1[S:17][CH3:18])#[N:2]. Procedure details: This compound was synthesized from ethyl 2-cyano-3-methylthio-3-phenylaminoacrylate and methyl isocyanate according to the same process as described in Example 92b. Yield=27%. Procedure details: A mixture of 2-chloro-6-(3-oxa-8-azabicyclo[3.2.1]oct-8-yl)-9H-purine (650 mg, 2.45 mmol), methyl iodide (183 μL, 2.94 mmol) and K2CO3 (473 mg, 3.43 mmol) in THF (15 mL) was stirred at r.t. for 18 h before further methyl iodide (50 μL, 0.80 mmol) was added. The resulting mixture was allowed to stir for 65 h then concentrated in vacuo. The resulting residue was partitioned between EtOAc and H2O, the organic phase washed with brine, then dried (Na2SO4) and concentrated in vacuo affording the title... The reactants are CI (methyl iodide), ClC1=NC(=C2N=CNC2=N1)N1C2COCC1CC2 (2-chloro-6-(3-oxa-8-azabicyclo[3.2.1]oct-8-yl)-9H-purine), CI (methyl iodide), C(=O)([O-])[O-].[K+].[K+] (K2CO3). Yields the product ClC1=NC(=C2N=CN(C2=N1)C)N1C2COCC1CC2 (2-Chloro-9-methyl-6-(3-oxa-8-azabicyclo[3.2.1]oct-8-yl)-9H-purine). Isolated yield 98.2%. The solvent is C1CCOC1 (THF). As a reaction SMILES: [Cl:1][C:2]1[N:10]=[C:9]2[C:5]([N:6]=[CH:7][NH:8]2)=[C:4]([N:11]2[CH:16]3[CH2:17][CH2:18][CH:12]2[CH2:13][O:14][CH2:15]3)[N:3]=1.CI.[C:21]([O-])([O-])=O.[K+].[K+]>C1COCC1>[Cl:1][C:2]1[N:10]=[C:9]2[C:5]([N:6]=[CH:7][N:8]2[CH3:21])=[C:4]([N:11]2[CH:12]3[CH2:18][CH2:17][CH:16]2[CH2:15][O:14][CH2:13]3)[N:3]=1 |f:2.3.4|. Conditions: time 65 hour. Starting materials: FC1=CC=C(C(=O)CC(=O)OCC)C=C1 (ethyl 4-fluorobenzoylacetate), CC(C=O)C (2-methylpropanal), N1CCCCC1 (piperidine), C(C)(=O)O (acetic acid). Run in C(C)(C)O (isopropanol). The product is FC1=CC=C(C(=O)C(C(=O)OCC)=CC(C)C)C=C1 (Ethyl 2-(4-fluorobenzoyl)-4-methyl-pent-2-enoate). RXN SMILES: [F:1][C:2]1[CH:15]=[CH:14][C:5]([C:6]([CH2:8][C:9]([O:11][CH2:12][CH3:13])=[O:10])=[O:7])=[CH:4][CH:3]=1.[CH3:16][CH:17]([CH3:20])[CH:18]=O.N1CCCCC1.C(O)(=O)C>C(O)(C)C>[F:1][C:2]1[CH:3]=[CH:4][C:5]([C:6]([C:8](=[CH:16][CH:17]([CH3:20])[CH3:18])[C:9]([O:11][CH2:12][CH3:13])=[O:10])=[O:7])=[CH:14][CH:15]=1. Procedure: A solution of 210 g (1 mol) of ethyl 4-fluorobenzoylacetate and 144 g (2 mol) of 2-methylpropanal are stirred overnight at 50° C. with 7 ml of piperidine and 5 ml of acetic acid in 100 ml of isopropanol. After reaction is complete, the batch is concentrated at about 15 Torr and the crude product (270 g, about 85%) is reacted without further purification. Reactants: Clc1nc(N2CCOCC2)c2sc(CBr)cc2n1, CN(C(=O)OC(C)(C)C)C1CCNCC1, O=C([O-])[O-], [Cs+], [Cs+], CN(C)C=O, O. The product is CN(C(=O)OC(C)(C)C)C1CCN(Cc2cc3nc(Cl)nc(N4CCOCC4)c3s2)CC1. Reaction SMILES: [Br:1][CH2:2][c:3]1[cH:4][c:5]2[n:6][c:7]([Cl:18])[n:8][c:9]([N:12]3[CH2:13][CH2:14][O:15][CH2:16][CH2:17]3)[c:10]2[s:11]1.[C:20]([CH3:21])([CH3:22])([CH3:23])[O:24][C:25]([N:26]([CH:27]1[CH2:28][CH2:29][NH:30][CH2:31][CH2:32]1)[CH3:33])=[O:34].[C:35](=[O:36])([O-:37])[O-:38].[Cs+:39].[Cs+:40].[O:41]=[CH:42][N:43]([CH3:44])[CH3:45].[OH2:19]>>[CH2:2]([c:3]1[cH:4][c:5]2[n:6][c:7]([Cl:18])[n:8][c:9]([N:12]3[CH2:13][CH2:14][O:15][CH2:16][CH2:17]3)[c:10]2[s:11]1)[N:30]1[CH2:29][CH2:28][CH:27]([N:26]([C:25]([O:24][C:20]([CH3:21])([CH3:22])[CH3:23])=[O:34])[CH3:33])[CH2:32][CH2:31]1. Starting materials: CC(=O)NC1CC(C)N(Cc2ccccc2)C1, CO, [H][H]. Yields the product CC(=O)NC1CNC(C)C1. Reaction SMILES: [C:1]([CH3:2])(=[O:3])[NH:4][CH:5]1[CH2:6][CH:7]([CH3:17])[N:8]([CH2:10][c:11]2[cH:12][cH:13][cH:14][cH:15][cH:16]2)[CH2:9]1.[CH3:20][OH:21].[H:18][H:19]>>[C:1]([CH3:2])(=[O:3])[NH:4][CH:5]1[CH2:6][CH:7]([CH3:17])[NH:8][CH2:9]1. Reported procedure: tert-Butyl {trans-2-[4-(benzoylamino)-3-methylphenyl]cyclopropyl}carbamate (125.8 mg) was dissolved in 4N hydrochloric acid/cyclopentyl methyl ether solution (1.5 mL), and the mixture was stirred at room temperature for 2 hr. The solvent was evaporated under reduced pressure to give the title compound (95.9 mg). As a reaction SMILES: [C:1]([NH:9][C:10]1[CH:15]=[CH:14][C:13]([C@@H:16]2[CH2:18][C@H:17]2[NH:19]C(=O)OC(C)(C)C)=[CH:12][C:11]=1[CH3:27])(=[O:8])[C:2]1[CH:7]=[CH:6][CH:5]=[CH:4][CH:3]=1.[ClH:28].COC1CCCC1>>[ClH:28].[NH2:19][C@@H:17]1[CH2:18][C@H:16]1[C:13]1[CH:14]=[CH:15][C:10]([NH:9][C:1](=[O:8])[C:2]2[CH:7]=[CH:6][CH:5]=[CH:4][CH:3]=2)=[C:11]([CH3:27])[CH:12]=1 |f:1.2,3.4|. The reactants are C(C1=CC=CC=C1)(=O)NC1=C(C=C(C=C1)[C@H]1[C@@H](C1)NC(OC(C)(C)C)=O)C (tert-Butyl {trans-2-[4-(benzoylamino)-3-methylphenyl]cyclopropyl}carbamate), Cl.COC1CCCC1 (hydrochloric acid cyclopentyl methyl ether). Conditions: time 2 hour. The product is Cl.N[C@H]1[C@@H](C1)C1=CC(=C(C=C1)NC(C1=CC=CC=C1)=O)C (N-[4-(trans-2-aminocyclopropyl)-2-methylphenyl]benzamide hydrochloride). Yields the product [Si](C)(C)(C(C)(C)C)OCC(C)(C=1SC2=C(N1)C=CC(=C2)CCCCCCCC)NS(=O)C(C)(C)C (N-(1-(tert-butyldimethylsilyloxy)-2-(6-octylbenzo[d]thiazol-2-yl)propan-2-yl)-2-methylpropane-2-sulfinamide). Procedure: A toluene (2 mL) solution of 2-bromo-6-octylbenzo[d]thiazole (167 mg, 0.515 mmol) was cooled down to −78° C., then 2.5 N n-BuLi (0.2 mL, 0.515 mmol) was added to the mixture drop wise, and the mixture was stirred at −78° C. for 30 min. The toluene (2 mL) solution of (E)-N-(1-(tert-butyldimethylsilyloxy)propan-2-ylidene)-2-methylpropane-2-sulfinamide (100 mg, 0.344 mmol) was cooled down to −78° C., then 2.0 N AlMe3 (0.26 mL, 0.515 mmol) was added to the mixture drop wise, and the mixture was stir... Starting materials: [Si](C)(C)(C(C)(C)C)OC\C(\C)=N\S(=O)C(C)(C)C ((E)-N-(1-(tert-butyldimethylsilyloxy)propan-2-ylidene)-2-methylpropane-2-sulfinamide), [Si](C)(C)(C(C)(C)C)OC\C(\C)=N\S(=O)C(C)(C)C ((E)-N-(1-(tert-butyldimethylsilyloxy)propan-2-ylidene)-2-methylpropane-2-sulfinamide), C[Al](C)C (AlMe3), [NH4+].[Cl-] (NH4Cl), [Li]CCCC (n-BuLi), BrC=1SC2=C(N1)C=CC(=C2)CCCCCCCC (2-bromo-6-octylbenzo[d]thiazole), BrC=1SC2=C(N1)C=CC(=C2)CCCCCCCC (2-bromo-6-octylbenzo[d]thiazole). Run in C1(=CC=CC=C1)C (toluene), C1(=CC=CC=C1)C (toluene). RXN SMILES: Br[C:2]1[S:3][C:4]2[CH:10]=[C:9]([CH2:11][CH2:12][CH2:13][CH2:14][CH2:15][CH2:16][CH2:17][CH3:18])[CH:8]=[CH:7][C:5]=2[N:6]=1.[Li]CCCC.[Si:24]([O:31][CH2:32]/[C:33](=[N:35]/[S:36]([C:38]([CH3:41])([CH3:40])[CH3:39])=[O:37])/[CH3:34])([C:27]([CH3:30])([CH3:29])[CH3:28])([CH3:26])[CH3:25].C[Al](C)C.[NH4+].[Cl-]>C1(C)C=CC=CC=1>[Si:24]([O:31][CH2:32][C:33]([NH:35][S:36]([C:38]([CH3:39])([CH3:41])[CH3:40])=[O:37])([C:2]1[S:3][C:4]2[CH:10]=[C:9]([CH2:11][CH2:12][CH2:13][CH2:14][CH2:15][CH2:16][CH2:17][CH3:18])[CH:8]=[CH:7][C:5]=2[N:6]=1)[CH3:34])([C:27]([CH3:30])([CH3:28])[CH3:29])([CH3:26])[CH3:25] |f:4.5|. Conditions: temperature -78 celsius, time 30 minute.